This data is from the Open Reaction Database (ORD), a public repository of structured organic reaction records. The task is: describe an organic reaction: reactants, conditions, products, and yield Starting materials: CC(C)(C)OC(=O)N1CCC(CCn2cnc3c(Cl)nc4ccccc4c32)CC1, [K+], [Na+], [OH-], [OH-], Oc1ccccc1. Product: CC(C)(C)OC(=O)N1CCC(CCn2cnc3c(Oc4ccccc4)nc4ccccc4c32)CC1. Reaction SMILES: [Cl:1][c:2]1[n:3][c:4]2[cH:5][cH:6][cH:7][cH:8][c:9]2[c:10]2[c:11]1[n:12][cH:13][n:14]2[CH2:15][CH2:16][CH:17]1[CH2:18][CH2:19][N:20]([C:23](=[O:24])[O:25][C:26]([CH3:27])([CH3:28])[CH3:29])[CH2:21][CH2:22]1.[K+:38].[Na+:40].[OH-:37].[OH-:39].[OH:30][c:31]1[cH:32][cH:33][cH:34][cH:35][cH:36]1>>[c:2]1([O:30][c:31]2[cH:32][cH:33][cH:34][cH:35][cH:36]2)[n:3][c:4]2[cH:5][cH:6][cH:7][cH:8][c:9]2[c:10]2[c:11]1[n:12][cH:13][n:14]2[CH2:15][CH2:16][CH:17]1[CH2:18][CH2:19][N:20]([C:23](=[O:24])[O:25][C:26]([CH3:27])([CH3:28])[CH3:29])[CH2:21][CH2:22]1. The reactants are O=C([O-])[O-], CCC(C)CCCBr, CCC(C)=O, [K+], [K+], Oc1ccc(-c2ccc(Br)cc2)cc1. The product is CCC(C)CCCOc1ccc(-c2ccc(Br)cc2)cc1. As a reaction SMILES: [C:15](=[O:16])([O-:17])[O-:18].[CH3:21][CH:22]([CH2:23][CH2:24][CH2:25][Br:26])[CH2:27][CH3:28].[CH3:29][C:30](=[O:31])[CH2:32][CH3:33].[K+:19].[K+:20].[OH:1][c:2]1[cH:3][cH:4][c:5](-[c:8]2[cH:9][cH:10][c:11]([Br:14])[cH:12][cH:13]2)[cH:6][cH:7]1>>[O:1]([c:2]1[cH:3][cH:4][c:5](-[c:8]2[cH:9][cH:10][c:11]([Br:14])[cH:12][cH:13]2)[cH:6][cH:7]1)[CH2:25][CH2:24][CH2:23][CH:22]([CH3:21])[CH2:27][CH3:28].